Dataset: the Open Reaction Database (ORD), a public repository of structured organic reaction records. Task: describe an organic reaction: reactants, conditions, products, and yield Starting materials: O=[N+]([O-])c1ccc(CCN(Cc2ccccc2)CC(O)c2ccccc2)cc1, CO, Cl, [Fe], [Na+], [OH-]. The product is Nc1ccc(CCN(Cc2ccccc2)CC(O)c2ccccc2)cc1. Reaction SMILES: [CH2:1]([c:2]1[cH:3][cH:4][cH:5][cH:6][cH:7]1)[N:8]([CH2:9][CH2:10][c:11]1[cH:12][cH:13][c:14]([N+:17]([O-:18])=[O:19])[cH:15][cH:16]1)[CH2:20][CH:21]([OH:22])[c:23]1[cH:24][cH:25][cH:26][cH:27][cH:28]1.[CH3:32][OH:33].[ClH:29].[Fe:34].[Na+:31].[OH-:30]>>[CH2:1]([c:2]1[cH:3][cH:4][cH:5][cH:6][cH:7]1)[N:8]([CH2:9][CH2:10][c:11]1[cH:12][cH:13][c:14]([NH2:17])[cH:15][cH:16]1)[CH2:20][CH:21]([OH:22])[c:23]1[cH:24][cH:25][cH:26][cH:27][cH:28]1. Starting materials: CCOCc1nc2cnc3cc(OCc4ccccc4)ccc3c2n1CC(C)(C)N, CC(C)N=C=O, ClCCl. Yields the product CCOCc1nc2cnc3cc(OCc4ccccc4)ccc3c2n1CC(C)(C)NC(=O)NC(C)C. RXN SMILES: [CH2:1]([c:2]1[cH:3][cH:4][cH:5][cH:6][cH:7]1)[O:8][c:9]1[cH:10][cH:11][c:12]2[c:13]3[c:14]([cH:15][n:16][c:17]2[cH:18]1)[n:19][c:20]([CH2:27][O:28][CH2:29][CH3:30])[n:21]3[CH2:22][C:23]([CH3:24])([CH3:25])[NH2:26].[CH:31]([CH3:32])([CH3:33])[N:34]=[C:35]=[O:36].[Cl:37][CH2:38][Cl:39]>>[CH2:1]([c:2]1[cH:3][cH:4][cH:5][cH:6][cH:7]1)[O:8][c:9]1[cH:10][cH:11][c:12]2[c:13]3[c:14]([cH:15][n:16][c:17]2[cH:18]1)[n:19][c:20]([CH2:27][O:28][CH2:29][CH3:30])[n:21]3[CH2:22][C:23]([CH3:24])([CH3:25])[NH:26][C:35]([NH:34][CH:31]([CH3:32])[CH3:33])=[O:36].